From a dataset of the Open Reaction Database (ORD), a public repository of structured organic reaction records. describe an organic reaction: reactants, conditions, products, and yield The reactants are CNC (dimethylamine), Cl (hydrochloric acid), CN(C)CC1(CCC(CC1)=O)C1=CC=CC=C1 (4-dimethylaminomethyl-4-phenyl-cyclohexanone), [C-]#N.[K+] (KCN). The solvent is O (water), CO (methanol). Reaction conditions: time 3 day. The product is CN(C1(CCC(CC1)(C1=CC=CC=C1)CN(C)C)C#N)C (1-dimethylamino-4-dimethylaminomethyl-4-phenyl-cyclohexane carbonitrile). As a reaction SMILES: [CH3:1][NH:2][CH3:3].Cl.[CH3:5][N:6]([CH2:8][C:9]1([C:16]2[CH:21]=[CH:20][CH:19]=[CH:18][CH:17]=2)[CH2:14][CH2:13][C:12](=O)[CH2:11][CH2:10]1)[CH3:7].[C-:22]#[N:23].[K+]>O.CO>[CH3:1][N:2]([CH3:3])[C:12]1([C:22]#[N:23])[CH2:13][CH2:14][C:9]([CH2:8][N:6]([CH3:7])[CH3:5])([C:16]2[CH:21]=[CH:20][CH:19]=[CH:18][CH:17]=2)[CH2:10][CH2:11]1 |f:3.4|. Procedure: 40% aqueous dimethylamine solution (12.8 mL, 21.1 mmol) was added in drops to a mixture of 4N hydrochloric acid (5 mL) and methanol (3 mL) with ice cooling. The title compound of step 6 (4.89 g, 21.1 mmol) and KCN (3.30 g, 50.7 mmol) were then added one after the other. The mixture was stirred for 3 d at RT. For work up the batch was mixed with water (10 mL) and extracted with diethyl ether (3×20 mL). The ether phase was concentrated to low volume in a vacuum, the residue was taken up in CH2Cl2,... Starting materials: COC1=CC(=C(C(=O)NC2=C3C=CNC3=CC=C2)C=C1)O (4-methoxy-2-hydroxy-N-(1H-indol-4-yl)-benzamide), C([O-])([O-])=O.[K+].[K+] (potassium carbonate), C(Cl)C1CO1 (epichlorohydrin). Solvent: CC(=O)C (acetone). Product: COC1=CC(=C(C(=O)NC2=C3C=CNC3=CC=C2)C=C1)OCC1OC1 (4-methoxy-2-[(2-oxiranyl)-methoxy]-N-(1H-indol-4-yl)-benzamide). As a reaction SMILES: [CH3:1][O:2][C:3]1[CH:20]=[CH:19][C:6]([C:7]([NH:9][C:10]2[CH:18]=[CH:17][CH:16]=[C:15]3[C:11]=2[CH:12]=[CH:13][NH:14]3)=[O:8])=[C:5]([OH:21])[CH:4]=1.C(=O)([O-])[O-].[K+].[K+].[CH2:28]([CH:30]1[O:32][CH2:31]1)Cl>CC(C)=O>[CH3:1][O:2][C:3]1[CH:20]=[CH:19][C:6]([C:7]([NH:9][C:10]2[CH:18]=[CH:17][CH:16]=[C:15]3[C:11]=2[CH:12]=[CH:13][NH:14]3)=[O:8])=[C:5]([O:21][CH2:28][CH:30]2[CH2:31][O:32]2)[CH:4]=1 |f:1.2.3|. Procedure: Using the procedure of Step D of Example 52, 5 g of the product of Step A, 150 ml of acetone, 2.45 g of potassium carbonate and 14 ml of epichlorohydrin were reacted to obtain 7.3 g of 4-methoxy-2-[(2-oxiranyl)-methoxy]-N-(1H-indol-4-yl)-benzamide melting at 157° C.